This data is from the Open Reaction Database (ORD), a public repository of structured organic reaction records. The task is: describe an organic reaction: reactants, conditions, products, and yield Starting materials: C(C1=CC=CC=C1)(=O)NC=1C=C(C=CC1)C1=NC(=NC2=CC(=C(C=C12)OC)OC)NC (4-(3-Benzoylaminophenyl)-6,7-dimethoxy-2-methylaminoquinazoline), CI (methyl iodide). Product: C(C1=CC=CC=C1)N(C)C=1C=C(C=CC1)C1=NC(=NC2=CC(=C(C=C12)OC)OC)NC (4-[3-(N-benzyl-N-methylamino)phenyl]-6,7-dimethoxy-2-methylaminoquinazoline). The yield is 35.0%. As a reaction SMILES: [C:1]([NH:9][C:10]1[CH:11]=[C:12]([C:16]2[C:25]3[C:20](=[CH:21][C:22]([O:28][CH3:29])=[C:23]([O:26][CH3:27])[CH:24]=3)[N:19]=[C:18]([NH:30][CH3:31])[N:17]=2)[CH:13]=[CH:14][CH:15]=1)(=O)[C:2]1[CH:7]=[CH:6][CH:5]=[CH:4][CH:3]=1.[CH3:32]I>>[CH2:1]([N:9]([C:10]1[CH:11]=[C:12]([C:16]2[C:25]3[C:20](=[CH:21][C:22]([O:28][CH3:29])=[C:23]([O:26][CH3:27])[CH:24]=3)[N:19]=[C:18]([NH:30][CH3:31])[N:17]=2)[CH:13]=[CH:14][CH:15]=1)[CH3:32])[C:2]1[CH:7]=[CH:6][CH:5]=[CH:4][CH:3]=1. Procedure details: Starting from 100 mg of 4-(3-benzylaminophenyl)-6,7-dimethoxy-2-methylaminoquinazoline obtained in Example 38 and 71.0 mg of methyl iodide, 35.0 mg of the title compound was obtained as a pale yellow oil in the same manner as in Example 38. Starting materials: CS(=O)(=O)C=1N=C(C2=C(N1)OC(=N2)C2=CC(=C(OCC(=O)OC(C)(C)C)C(=C2)C)C)CCC (tert-butyl [4-(5-methanesulfonyl-7-propyloxazolo[5,4-d]pyrimidin-2-yl)-2,6-dimethylphenoxy]acetate), ClC=1C=C(C=CC1)O (3-chlorophenol). The product is ClC=1C=C(OC=2N=C(C3=C(N2)OC(=N3)C3=CC(=C(OCC(=O)OC(C)(C)C)C(=C3)C)C)CCC)C=CC1 (tert-Butyl {4-[5-(3-chlorophenoxy)-7-propyloxazolo[5,4-d]pyrimidin-2-yl]-2,6-dimethylphenoxy}acetate). Yield: 100.0%. Reaction SMILES: CS([C:5]1[N:6]=[C:7]([CH2:31][CH2:32][CH3:33])[C:8]2[N:13]=[C:12]([C:14]3[CH:28]=[C:27]([CH3:29])[C:17]([O:18][CH2:19][C:20]([O:22][C:23]([CH3:26])([CH3:25])[CH3:24])=[O:21])=[C:16]([CH3:30])[CH:15]=3)[O:11][C:9]=2[N:10]=1)(=O)=O.[Cl:34][C:35]1[CH:36]=[C:37]([OH:41])[CH:38]=[CH:39][CH:40]=1>>[Cl:34][C:35]1[CH:36]=[C:37]([CH:38]=[CH:39][CH:40]=1)[O:41][C:5]1[N:6]=[C:7]([CH2:31][CH2:32][CH3:33])[C:8]2[N:13]=[C:12]([C:14]3[CH:28]=[C:27]([CH3:29])[C:17]([O:18][CH2:19][C:20]([O:22][C:23]([CH3:26])([CH3:25])[CH3:24])=[O:21])=[C:16]([CH3:30])[CH:15]=3)[O:11][C:9]=2[N:10]=1. Procedure: Analogously to example 1 (i), the reaction of 104 mg of tert-butyl [4-(5-methanesulfonyl-7-propyloxazolo[5,4-d]pyrimidin-2-yl)-2,6-dimethylphenoxy]acetate with 3-chlorophenol gave 115 mg (100%) of the title compound. Starting materials: CCCC1CCC(C(=O)C(C(=O)OCC)C(=O)OCC)CC1, O, Cc1ccc(S(=O)(=O)O)cc1. Product: CCCC1CCC(C(=O)CC(=O)OCC)CC1. Reaction SMILES: [CH2:1]([CH3:2])[O:3][C:4]([CH:5]([C:6]([O:7][CH2:8][CH3:9])=[O:10])[C:11](=[O:12])[CH:13]1[CH2:14][CH2:15][CH:16]([CH2:19][CH2:20][CH3:21])[CH2:17][CH2:18]1)=[O:22].[OH2:34].[c:23]1([CH3:24])[cH:25][cH:26][c:27]([S:28]([OH:29])(=[O:30])=[O:31])[cH:32][cH:33]1>>[CH2:1]([CH3:2])[O:3][C:4]([CH2:5][C:11](=[O:12])[CH:13]1[CH2:14][CH2:15][CH:16]([CH2:19][CH2:20][CH3:21])[CH2:17][CH2:18]1)=[O:22]. Reaction SMILES: [Br:1][C:2]1[CH:3]=[C:4]2[N:10]=[C:9]([CH2:11][NH2:12])[NH:8][C:5]2=[N:6][CH:7]=1.CN(C(ON1N=NC2C=CC=CC1=2)=[N+](C)C)C.[B-](F)(F)(F)F.C(N(C(C)C)CC)(C)C.[CH3:44][C:45]1[CH:46]=[C:47]([CH:51]=[CH:52][C:53]=1[C:54]([N:56]1[CH2:60][CH:59]=[CH:58][CH2:57]1)=[O:55])[C:48](O)=[O:49]>O1CCCC1>[Br:1][C:2]1[CH:3]=[C:4]2[N:10]=[C:9]([CH2:11][NH:12][C:48](=[O:49])[C:47]3[CH:51]=[CH:52][C:53]([C:54]([N:56]4[CH2:57][CH:58]=[CH:59][CH2:60]4)=[O:55])=[C:45]([CH3:44])[CH:46]=3)[NH:8][C:5]2=[N:6][CH:7]=1 |f:1.2|. Starting materials: BrC=1C=C2C(=NC1)NC(=N2)CN (C-(6-bromo-3H-imidazo[4,5-b]pyridin-2-yl)methylamine), CN(C)C(=[N+](C)C)ON1C2=C(C=CC=C2)N=N1.[B-](F)(F)(F)F (TBTU), C(C)(C)N(CC)C(C)C (diisopropylethylamine), CC=1C=C(C(=O)O)C=CC1C(=O)N1CC=CC1 (3-methyl-4-(2,5-dihydropyrrol-1-ylcarbonyl)benzoic acid). Yields the product BrC=1C=C2C(=NC1)NC(=N2)CNC(C2=CC(=C(C=C2)C(=O)N2CC=CC2)C)=O (N-(6-bromo-3H-imidazo[4,5-b]pyridin-2-yl)methyl-3-methyl-4-(2,5-dihydropyrrol-1-ylcarbonyl)benzamide). Solvent: O1CCCC1 (tetrahydrofuran). Reported procedure: Prepared analogously to Example 1g from C-(6-bromo-3H-imidazo[4,5-b]pyridin-2-yl)methylamine, TBTU, diisopropylethylamine, and 3-methyl-4-(2,5-dihydropyrrol-1-ylcarbonyl)benzoic acid in tetrahydrofuran. Purification is effected by chromatography on silica gel (gradient: dichloromethane/ethanol=100:0□80:20). Yield: 240 mg (96%); Rf value: 0.68 (silica gel; dichloromethane/ethanol=8:2+2% ammonia solution); C20H18BrN5O2 (440.30); mass spectrum: (M+H)+=440/442 (bromine isotope).